The task is: describe an organic reaction: reactants, conditions, products, and yield. This data is from the Open Reaction Database (ORD), a public repository of structured organic reaction records. Starting materials: COC(C1=CC=C(C=C1)N(C)C(CN(C)C(=O)OCC1=CC=CC=C1)=O)=O (4-[[(Benzyloxycarbonyl-methyl-amino)-acetyl]-methyl-amino]-benzoic acid methyl ester), ice water, CO (MeOH). Solvent: C1CCOC1 (THF), C1CCOC1 (THF). The product is C(C1=CC=CC=C1)OC(N(C)CC(N(C)C1=CC=C(C=C1)CO)=O)=O ({[(4-Hydroxymethyl-phenyl)-methyl-carbamoyl]-methyl}-methyl-carbamic acid benzyl ester). Isolated yield 52.7%. RXN SMILES: C[O:2][C:3](=O)[C:4]1[CH:9]=[CH:8][C:7]([N:10]([C:12](=[O:26])[CH2:13][N:14]([C:16]([O:18][CH2:19][C:20]2[CH:25]=[CH:24][CH:23]=[CH:22][CH:21]=2)=[O:17])[CH3:15])[CH3:11])=[CH:6][CH:5]=1.CO>C1COCC1>[CH2:19]([O:18][C:16](=[O:17])[N:14]([CH2:13][C:12](=[O:26])[N:10]([C:7]1[CH:8]=[CH:9][C:4]([CH2:3][OH:2])=[CH:5][CH:6]=1)[CH3:11])[CH3:15])[C:20]1[CH:25]=[CH:24][CH:23]=[CH:22][CH:21]=1. Procedure: Under argon 742.7 mg (32.4 mmol, 1.5 eq) lithium borhydride in 35 ml THF were added dropwise to 8 g (21.6 mmol) 4-[[(Benzyloxycarbonyl-methyl-amino)-acetyl]-methyl-amino]-benzoic acid methyl ester in 100 ml THF at RT. The suspension was stirred at RT over night, heated to 50° C. for 3.25 h, recooled to RT and 21 ml MeOH were added slowly. The solution was added to ice water, extracted with ether (3×), the combined organic layers were washed with water, dried over MgSO4, filtered and evaporated. ... Reactants: [Li+].[OH-] (LiOH), COC(C(CC1=CC2=CC=CC=C2C=C1)N1CC(N(CC1)C(C(CC1=CC=C(C=C1)F)NC(=O)OC(C)(C)C)=O)CC)=O (2-{4-[2-tert-butoxycarbonylamino-3-(4-fluorophenyl)-propionyl]-3-ethyl-piperazin-1-yl}-3-naphthalen-2-yl-propionic acid methyl ester), Cl (HCl). Solvent: C1CCOC1.O (THF H2O). Conditions: time 8 hour. Product: C(C)(C)(C)OC(=O)NC(C(=O)N1C(CN(CC1)C(C(=O)O)CC1=CC2=CC=CC=C2C=C1)CC)CC1=CC=C(C=C1)F (2-{4-[2-tert-butoxycarbonylamino-3-(4-fluorophenyl)-propionyl]-3-ethyl-piperazin-1-yl}-3-naphthalen-2-yl-propionic acid). Isolated yield 98.0%. As a reaction SMILES: [Li+].[OH-].C[O:4][C:5](=[O:45])[CH:6]([N:18]1[CH2:23][CH2:22][N:21]([C:24](=[O:42])[CH:25]([NH:34][C:35]([O:37][C:38]([CH3:41])([CH3:40])[CH3:39])=[O:36])[CH2:26][C:27]2[CH:32]=[CH:31][C:30]([F:33])=[CH:29][CH:28]=2)[CH:20]([CH2:43][CH3:44])[CH2:19]1)[CH2:7][C:8]1[CH:17]=[CH:16][C:15]2[C:10](=[CH:11][CH:12]=[CH:13][CH:14]=2)[CH:9]=1.Cl>C1COCC1.O>[C:38]([O:37][C:35]([NH:34][CH:25]([CH2:26][C:27]1[CH:32]=[CH:31][C:30]([F:33])=[CH:29][CH:28]=1)[C:24]([N:21]1[CH2:22][CH2:23][N:18]([CH:6]([CH2:7][C:8]2[CH:17]=[CH:16][C:15]3[C:10](=[CH:11][CH:12]=[CH:13][CH:14]=3)[CH:9]=2)[C:5]([OH:45])=[O:4])[CH2:19][CH:20]1[CH2:43][CH3:44])=[O:42])=[O:36])([CH3:39])([CH3:40])[CH3:41] |f:0.1,4.5|. Procedure details: LiOH (0.61 g, 25.5 mmol) is added to a cold solution of 2-{4-[2-tert-butoxycarbonylamino-3-(4-fluorophenyl)-propionyl]-3-ethyl-piperazin-1-yl}-3-naphthalen-2-yl-propionic acid methyl ester, 35, (3.5 g, 5.9 mmol) in THF/H2O (2:1, 36 mL). The reaction mixture is stirred overnight. The reaction mixture is cooled in a ice bath and the pH is adjusted to 3 with 1M HCl. The aqueous layer is extracted with EtOAc (3×100 mL) and dried over Na2SO4. The organic layers are combined and concentrated in vacuo ... Run in N1=CC=CC=C1 (pyridine), C(Cl)(Cl)Cl (chloroform). As a reaction SMILES: Cl.C(N=C=NCCCN(C)C)C.Cl.NC[C:16]([NH:18][C@@H:19]1[CH2:38][CH2:37][C@@:36]2([CH3:39])[C@@H:21]([CH2:22][CH2:23][C@@H:24]3[C@@H:35]2[CH2:34][CH2:33][C@@:32]2([CH3:40])[C@H:25]3[CH2:26][CH2:27][C@@H:28]2[CH:29]([OH:31])[CH3:30])[CH2:20]1)=[O:17].[NH2:41][C@@H:42]1CC[C@@]2(C)[C@@H:44]([CH2:45][CH2:46][C@@H]3[C@@H]2CC[C@@]2(C)[C@H]3CC[C@@H]2C(O)C)[CH2:43]1.C(O)(=O)C1C=CC=NC=1>N1C=CC=CC=1.C(Cl)(Cl)Cl>[CH3:30][C@H:29]([OH:31])[C@@H:28]1[C@:32]2([CH3:40])[C@H:25]([C@H:24]3[C@H:35]([CH2:34][CH2:33]2)[C@:36]2([CH3:39])[C@H:21]([CH2:20][C@H:19]([NH:18][C:16]([C:45]4[CH:46]=[N:41][CH:42]=[CH:43][CH:44]=4)=[O:17])[CH2:38][CH2:37]2)[CH2:22][CH2:23]3)[CH2:26][CH2:27]1 |f:0.1,2.3|. Procedure: 582 mg of 1-ethyl-3-(3-dimethylaminopropyl)-carbodiimide hydrochloride were added under an inert atmosphere to a solution of 960 mg of (20S) 3α-amino-5α-pregnane-20-ol, 813 mg of nicotinic acid, 30 ml of chloroform and 6 ml of pyridine and after 31/2 hours, another 291 mg of 1-ethyl-3-(3-dimethylaminopropyl)-carbodiimide hydrochloride were added to the mixture. The mixture was stirred for 16 hours and was evaporated to dryness. The residue was taken up in 30 ml of water and the solution was iced... Starting materials: Cl.C(C)N=C=NCCCN(C)C (1-ethyl-3-(3-dimethylaminopropyl)-carbodiimide hydrochloride), Cl.C(C)N=C=NCCCN(C)C (1-ethyl-3-(3-dimethylaminopropyl)-carbodiimide hydrochloride), Cl.NCC(=O)N[C@H]1C[C@@H]2CC[C@H]3[C@@H]4CC[C@H](C(C)O)[C@]4(CC[C@@H]3[C@]2(CC1)C)C (3α-[(aminoacetyl)-amino]-5α-pregnane-20-ol hydrochloride), N[C@H]1C[C@@H]2CC[C@H]3[C@@H]4CC[C@H](C(C)O)[C@]4(CC[C@@H]3[C@]2(CC1)C)C (3α-amino-5α-pregnane-20-ol), C(C1=CN=CC=C1)(=O)O (nicotinic acid). Product: C[C@@H]([C@H]1CC[C@H]2[C@@H]3CC[C@H]4C[C@@H](CC[C@]4(C)[C@H]3CC[C@]12C)NC(=O)C=1C=NC=CC1)O (N-[(20S) 5α-pregnan-20-ol-3α-yl]-3-pyridinecarboxamide). Conditions: time 16 hour. Reactants: ClCCCOC1=CC(=C(C=C1)C=1N=C2N(C=CC(=C2)C)C1)F (2-(4′-chloropropoxy-2′fluorophenyl)-7-methylimidazo[1,2-a]pyridine), N1CCCCC1 (piperidine). Yields the product N1(CCCCC1)CCCOC1=CC(=C(C=C1)C=1N=C2N(C=CC(=C2)C)C1)F (2-(4′-piperidinopropoxy-2′fluorophenyl)-7-methylimidazo[1,2-a]pyridine). RXN SMILES: Cl[CH2:2][CH2:3][CH2:4][O:5][C:6]1[CH:11]=[CH:10][C:9]([C:12]2[N:13]=[C:14]3[CH:19]=[C:18]([CH3:20])[CH:17]=[CH:16][N:15]3[CH:21]=2)=[C:8]([F:22])[CH:7]=1.[NH:23]1[CH2:28][CH2:27][CH2:26][CH2:25][CH2:24]1>>[N:23]1([CH2:2][CH2:3][CH2:4][O:5][C:6]2[CH:11]=[CH:10][C:9]([C:12]3[N:13]=[C:14]4[CH:19]=[C:18]([CH3:20])[CH:17]=[CH:16][N:15]4[CH:21]=3)=[C:8]([F:22])[CH:7]=2)[CH2:28][CH2:27][CH2:26][CH2:25][CH2:24]1. Procedure: The product of Step C (118 mg) and piperidine (1.5 mL) were heated at 100° C. for 2.5 hours. The reaction was cooled to ambient temperature and partitioned between ethyl acetate (10 mL) and saturated sodium bicarbonate solution (10 mL). The aqueous portion was extracted with additional ethyl acetate (10 mL) and the organic portions combined and evaporated. The residue was purified via silica gel chromatography (dichloromethane/methanol) to give the title compound (130 mg). 1H-NMR (CD3OD) δ 8.22 ... Reactants: Cl, C1COCCO1, CC1CN(C(=O)C(NC(=O)OC(C)(C)C)C(C)(C)C)C2C(O)COC12. Product: Cl, CC1CN(C(=O)C(N)C(C)(C)C)C2C(O)COC12. Reaction SMILES: [ClH:1].[O:2]1[CH2:3][CH2:4][O:5][CH2:6][CH2:7]1.[OH:8][CH:9]1[CH2:10][O:11][CH:12]2[CH:13]1[N:14]([C:18]([CH:19]([C:20]([CH3:21])([CH3:22])[CH3:23])[NH:24][C:25](=[O:26])[O:27][C:28]([CH3:29])([CH3:30])[CH3:31])=[O:32])[CH2:15][CH:16]2[CH3:17]>>[ClH:1].[OH:8][CH:9]1[CH2:10][O:11][CH:12]2[CH:13]1[N:14]([C:18]([CH:19]([C:20]([CH3:21])([CH3:22])[CH3:23])[NH2:24])=[O:32])[CH2:15][CH:16]2[CH3:17]. Product: CC(=O)c1ccc(N2CCN(C(=O)c3cc(-n4cnnn4)ccc3Cl)CC2)c(F)c1. RXN SMILES: [Cl:17][c:18]1[c:19]([C:20](=[O:21])[OH:22])[cH:23][c:24](-[n:27]2[n:28][n:29][n:30][cH:31]2)[cH:25][cH:26]1.[F:1][c:2]1[cH:3][c:4]([C:14]([CH3:15])=[O:16])[cH:5][cH:6][c:7]1[N:8]1[CH2:9][CH2:10][NH:11][CH2:12][CH2:13]1>>[F:1][c:2]1[cH:3][c:4]([C:14]([CH3:15])=[O:16])[cH:5][cH:6][c:7]1[N:8]1[CH2:9][CH2:10][N:11]([C:20]([c:19]2[c:18]([Cl:17])[cH:26][cH:25][c:24](-[n:27]3[n:28][n:29][n:30][cH:31]3)[cH:23]2)=[O:21])[CH2:12][CH2:13]1. The reactants are O=C(O)c1cc(-n2cnnn2)ccc1Cl, CC(=O)c1ccc(N2CCNCC2)c(F)c1. Starting materials: CCc1oc(-c2ccc(C(F)(F)F)cc2)nc1COCC1CCCC(COC(C)(C)C(=O)OC(C)(C)C)C1, ClCCl, O=C(O)C(F)(F)F. Product: CCc1oc(-c2ccc(C(F)(F)F)cc2)nc1COCC1CCCC(COC(C)(C)C(=O)O)C1. RXN SMILES: [CH2:1]([CH3:2])[c:3]1[c:4]([CH2:18][O:19][CH2:20][CH:21]2[CH2:22][CH:23]([CH2:27][O:28][C:29]([C:30](=[O:31])[O:32][C:33]([CH3:34])([CH3:35])[CH3:36])([CH3:37])[CH3:38])[CH2:24][CH2:25][CH2:26]2)[n:5][c:6](-[c:8]2[cH:9][cH:10][c:11]([C:14]([F:15])([F:16])[F:17])[cH:12][cH:13]2)[o:7]1.[Cl:46][CH2:47][Cl:48].[OH:39][C:40]([C:41]([F:42])([F:43])[F:44])=[O:45]>>[CH2:1]([CH3:2])[c:3]1[c:4]([CH2:18][O:19][CH2:20][CH:21]2[CH2:22][CH:23]([CH2:27][O:28][C:29]([C:30](=[O:31])[OH:32])([CH3:37])[CH3:38])[CH2:24][CH2:25][CH2:26]2)[n:5][c:6](-[c:8]2[cH:9][cH:10][c:11]([C:14]([F:15])([F:16])[F:17])[cH:12][cH:13]2)[o:7]1.